This data is from the Open Reaction Database (ORD), a public repository of structured organic reaction records. The task is: describe an organic reaction: reactants, conditions, products, and yield Starting materials: O=C([O-])[O-], CCOC(=O)CC(=O)OCC, Cc1ccc(S(=O)(=O)Oc2ccc(C3CCC4(CC3)OCCO4)cc2)cc1, Cc1ccccc1, CC(C)c1cc(C(C)C)c(-c2ccccc2P(C2CCCCC2)C2CCCCC2)c(C(C)C)c1, [Cs+], [Cs+], CC(=O)[O-], CC(=O)[O-], [Pd+2]. Product: CCOC(=O)C(C(=O)OCC)c1ccc(C2CCC3(CC2)OCCO3)cc1. As a reaction SMILES: [C:62](=[O:63])([O-:64])[O-:65].[C:68]([CH2:69][C:70](=[O:71])[O:72][CH2:73][CH3:74])(=[O:75])[O:76][CH2:77][CH3:78].[CH3:1][c:2]1[cH:3][cH:4][c:5]([S:6]([O:7][c:12]2[cH:13][cH:14][c:15]([CH:18]3[CH2:19][CH2:20][C:21]4([O:22][CH2:23][CH2:24][O:25]4)[CH2:26][CH2:27]3)[cH:16][cH:17]2)(=[O:8])=[O:9])[cH:10][cH:11]1.[CH3:79][c:80]1[cH:81][cH:82][cH:83][cH:84][cH:85]1.[CH:28]1([P:29]([CH:30]2[CH2:31][CH2:32][CH2:33][CH2:34][CH2:35]2)[c:36]2[cH:37][cH:38][cH:39][cH:40][c:41]2-[c:42]2[c:43]([CH:44]([CH3:45])[CH3:46])[cH:47][c:48]([CH:49]([CH3:50])[CH3:51])[cH:52][c:53]2[CH:54]([CH3:55])[CH3:56])[CH2:57][CH2:58][CH2:59][CH2:60][CH2:61]1.[Cs+:66].[Cs+:67].[O-:87][C:88]([CH3:89])=[O:90].[O-:91][C:92]([CH3:93])=[O:94].[Pd+2:86]>>[c:12]1([CH:69]([C:68](=[O:75])[O:76][CH2:77][CH3:78])[C:70](=[O:71])[O:72][CH2:73][CH3:74])[cH:13][cH:14][c:15]([CH:18]2[CH2:19][CH2:20][C:21]3([O:22][CH2:23][CH2:24][O:25]3)[CH2:26][CH2:27]2)[cH:16][cH:17]1. Starting materials: C1(=CC=CC=C1)C(CC1=CC=CC=C1)=O (1,2-diphenylethanone), C(=O)C=1C(=C(C#N)C=CC1)O (3-formyl-2-hydroxybenzonitrile), C(=O)C=1C(=C(C#N)C=CC1)O (3-formyl-2-hydroxybenzonitrile), NC(=O)N (urea). Run in CC(=O)O (AcOH). Reaction conditions: temperature 120 celsius, time 3 hour. Yields the product OC1=C(C#N)C=CC=C1C1NC(NC(=C1C1=CC=CC=C1)C1=CC=CC=C1)=O (2-hydroxy-3-(2-oxo-5,6-diphenyl-1,2,3,4-tetrahydropyrimidin-4-yl)benzonitrile). Reaction SMILES: [C:1]1([C:7](=O)[CH2:8][C:9]2[CH:14]=[CH:13][CH:12]=[CH:11][CH:10]=2)[CH:6]=[CH:5][CH:4]=[CH:3][CH:2]=1.[CH:16]([C:18]1[C:19]([OH:26])=[C:20]([CH:23]=[CH:24][CH:25]=1)[C:21]#[N:22])=O.[NH2:27][C:28]([NH2:30])=[O:29]>CC(O)=O>[OH:26][C:19]1[C:18]([CH:16]2[C:8]([C:9]3[CH:14]=[CH:13][CH:12]=[CH:11][CH:10]=3)=[C:7]([C:1]3[CH:6]=[CH:5][CH:4]=[CH:3][CH:2]=3)[NH:30][C:28](=[O:29])[NH:27]2)=[CH:25][CH:24]=[CH:23][C:20]=1[C:21]#[N:22]. Reported procedure: To a solution of 1,2-diphenylethanone (1.6 g, 8.16 mmol), and 3-formyl-2-hydroxybenzonitrile (Intermediate 47b) (1.0 g, 6.80 mmol) in AcOH (5 mL) was added urea (1.2 g, 20.4 mmol). The mixture was stirred at 120° C. under microwave for 3 h. The volatiles were removed under reduced pressure and standard aqueous workup procedure was followed. The crude was recrystallized by EA (10 mL) to afford Compound 94 as a white power (436 mg, 26%). 1H NMR (DMSO-d6 500 MHz): δ 8.10 (s, 1H), 7.79 (d, J=2.5 Hz,... Reactants: C(C)OC(=O)C=1N=C(SC1)N (2-amino-thiazole-4-carboxylic acid ethyl ester), C(C)(C)N(C(C)C)CC (N,N-diisopropylethylamine), C1(CCCC1)CC(C(=O)O)C1=CC=C(C=C1)NC(=O)C=1C=NC=CC1 (3-cyclopentyl-2-{4-[(pyridine-3-carbonyl)-amino]-phenyl}-propionic acid), solution, C(C(=O)Cl)(=O)Cl (oxalyl chloride). The reagents and catalysts are CN(C=O)C (N,N-dimethylformamide). Solvent: O1CCCC1 (tetrahydrofuran), C(Cl)Cl (methylene chloride), C(Cl)Cl (methylene chloride). Reaction conditions: temperature 25 celsius, time 30 minute. The product is C(C)OC(=O)C=1N=C(SC1)NC(C(CC1CCCC1)C1=CC=C(C=C1)NC(=O)C=1C=NC=CC1)=O (2-(3-cyclopentyl-2-{4-[(pyridine-3-carbonyl)-amino]-phenyl}propionylamino)-thiazole-4-carboxylic acid ethyl ester). Yield: 12.5%. Reaction SMILES: [CH:1]1([CH2:6][CH:7]([C:11]2[CH:16]=[CH:15][C:14]([NH:17][C:18]([C:20]3[CH:21]=[N:22][CH:23]=[CH:24][CH:25]=3)=[O:19])=[CH:13][CH:12]=2)[C:8](O)=[O:9])[CH2:5][CH2:4][CH2:3][CH2:2]1.C(Cl)(=O)C(Cl)=O.[CH2:32]([O:34][C:35]([C:37]1[N:38]=[C:39]([NH2:42])[S:40][CH:41]=1)=[O:36])[CH3:33].C(N(CC)C(C)C)(C)C>C(Cl)Cl.CN(C)C=O.O1CCCC1>[CH2:32]([O:34][C:35]([C:37]1[N:38]=[C:39]([NH:42][C:8](=[O:9])[CH:7]([C:11]2[CH:16]=[CH:15][C:14]([NH:17][C:18]([C:20]3[CH:21]=[N:22][CH:23]=[CH:24][CH:25]=3)=[O:19])=[CH:13][CH:12]=2)[CH2:6][CH:1]2[CH2:2][CH2:3][CH2:4][CH2:5]2)[S:40][CH:41]=1)=[O:36])[CH3:33]. Procedure: A solution of 3-cyclopentyl-2-{4-[(pyridine-3-carbonyl)-amino]-phenyl}-propionic acid (233 mg, 0.66 mmol) in methylene chloride (10 mL) was cooled to 0° C. and then treated with a 2.0M solution of oxalyl chloride in methylene chloride (0.36 mL, 0.72 mmol) and a few drops of N,N-dimethylformamide. The reaction mixture was stirred at 0° C. for 15 min and at 25° C. for 30 min. The reaction mixture was then treated with a solution of 2-amino-thiazole-4-carboxylic acid ethyl ester (367 mg, 1.45 mmol)... Starting materials: O=S(Cl)Cl (SOCl2), OCC1=C(C=CC=C1)SC (2-Hydroxymethyl-1-methylthiobenzene), initial mixture. Solvent: C(Cl)Cl (CH2Cl2), C(Cl)Cl (CH2Cl2). Product: ClCC1=C(C=CC=C1)SC (2-Chloromethyl-1-methylthiobenzene). Reaction SMILES: O[CH2:2][C:3]1[CH:8]=[CH:7][CH:6]=[CH:5][C:4]=1[S:9][CH3:10].O=S(Cl)[Cl:13]>C(Cl)Cl>[Cl:13][CH2:2][C:3]1[CH:8]=[CH:7][CH:6]=[CH:5][C:4]=1[S:9][CH3:10]. Procedure details: 2-Hydroxymethyl-1-methylthiobenzene (3.3 g, 21 mmol) is dissolved in 20 ml of absolute CH2Cl2 under an argon atmosphere. A solution of SOCl2 (2.6 g, 21 mmol) in 10 ml of absolute CH2Cl2 is added dropwise with stirring to this initial mixture in the course of 15 min, first under reflux, then at an internal temperature of 30° C. The reaction mixture is stirred under reflux for 2.25 h. The reaction mixture is concentrated and the oily crude product is purified by bulb tube distillation (7.9×10−2 mb... Starting materials: Cc1ccc(-c2ccc3cc(O)ccc3c2Oc2ccc(OCCN3CCCCC3)cc2)s1, CCOC(C)=O, CS(=O)(=O)O, C1CCOC1. Yields the product Cc1ccc(-c2ccc3cc(O)ccc3c2Oc2ccc(OCCN3CCCCC3)cc2)s1, CS(=O)(=O)O. As a reaction SMILES: [CH3:1][c:2]1[cH:3][cH:4][c:5](-[c:7]2[c:8]([O:18][c:19]3[cH:20][cH:21][c:22]([O:25][CH2:26][CH2:27][N:28]4[CH2:29][CH2:30][CH2:31][CH2:32][CH2:33]4)[cH:23][cH:24]3)[c:9]3[cH:10][cH:11][c:12]([OH:17])[cH:13][c:14]3[cH:15][cH:16]2)[s:6]1.[CH3:34][CH2:35][O:36][C:37](=[O:38])[CH3:39].[CH3:40][S:41]([OH:42])(=[O:43])=[O:44].[O:45]1[CH2:46][CH2:47][CH2:48][CH2:49]1>>[CH3:1][c:2]1[cH:3][cH:4][c:5](-[c:7]2[c:8]([O:18][c:19]3[cH:20][cH:21][c:22]([O:25][CH2:26][CH2:27][N:28]4[CH2:29][CH2:30][CH2:31][CH2:32][CH2:33]4)[cH:23][cH:24]3)[c:9]3[cH:10][cH:11][c:12]([OH:17])[cH:13][c:14]3[cH:15][cH:16]2)[s:6]1.[CH3:40][S:41](=[O:42])(=[O:43])[OH:44]. Starting materials: CCN(C(C)C)C(C)C, ClC(Cl)Cl, ClCCl, c1ccc2c(c1)CNc1ccccc1N2, O=C(Cl)c1ccc(-c2cccs2)cc1. Reaction SMILES: [CH:16]([N:17]([CH2:18][CH3:19])[CH:20]([CH3:21])[CH3:22])([CH3:23])[CH3:24].[CH:42]([Cl:43])([Cl:44])[Cl:45].[Cl:39][CH2:40][Cl:41].[cH:1]1[cH:2][cH:3][cH:4][c:5]2[c:11]1[CH2:10][NH:9][c:8]1[c:7]([cH:15][cH:14][cH:13][cH:12]1)[NH:6]2.[s:25]1[c:26](-[c:30]2[cH:31][cH:32][c:33]([C:34](=[O:35])[Cl:36])[cH:37][cH:38]2)[cH:27][cH:28][cH:29]1>>[cH:1]1[cH:2][cH:3][cH:4][c:5]2[c:11]1[CH2:10][N:9]([C:34]([c:33]1[cH:32][cH:31][c:30](-[c:26]3[s:25][cH:29][cH:28][cH:27]3)[cH:38][cH:37]1)=[O:35])[c:8]1[c:7]([cH:15][cH:14][cH:13][cH:12]1)[NH:6]2. Yields the product O=C(c1ccc(-c2cccs2)cc1)N1Cc2ccccc2Nc2ccccc21. Starting materials: ClCCCN(C(C(=O)C1=C(C=C(C=C1)Cl)C(C1=CC=CC=C1)=O)=O)C (o-benzoyl-p-chlorophenylglyoxylic acid (3-chloropropyl)methylamide), Cl.O1CCN(CC1)CCCN(C(C(=O)C1=C(C=C(C=C1)Cl)C(C1=CC=CC=C1)=O)=O)C (o-benzoyl-p-chlorophenylglyoxylic acid [3-(morpholino)propyl] methylamide hydrochloride), [I-].[Na+] (sodium iodide), N1CCOCC1 (morpholine). The solvent is CC(=O)CC (ethyl methyl ketone). The product is Cl.O1CCN(CC1)CCCN(C(=O)C=1NC(=C2C=C(C=CC12)Cl)C1=CC=CC=C1)C (5-chloro-3-phenylisoindole-1-carboxylic acid [3-(morpholino)propyl]-methylamide hydrochloride). RXN SMILES: [Cl:1]CCC[N:5](C)C(=O)C(C1C=CC(Cl)=CC=1C(=O)C1C=CC=CC=1)=O.[I-].[Na+].N1CCOCC1.Cl.[O:35]1[CH2:40][CH2:39][N:38]([CH2:41][CH2:42][CH2:43][N:44]([CH3:64])[C:45](=[O:63])[C:46]([C:48]2[CH:53]=[CH:52][C:51]([Cl:54])=[CH:50][C:49]=2[C:55](=O)[C:56]2[CH:61]=[CH:60][CH:59]=[CH:58][CH:57]=2)=O)[CH2:37][CH2:36]1>CC(CC)=O>[ClH:1].[O:35]1[CH2:40][CH2:39][N:38]([CH2:41][CH2:42][CH2:43][N:44]([CH3:64])[C:45]([C:46]2[NH:5][C:55]([C:56]3[CH:61]=[CH:60][CH:59]=[CH:58][CH:57]=3)=[C:49]3[C:48]=2[CH:53]=[CH:52][C:51]([Cl:54])=[CH:50]3)=[O:63])[CH2:37][CH2:36]1 |f:1.2,4.5,7.8|. Procedure details: A solution of 7.6 g. of o-benzoyl-p-chlorophenylglyoxylic acid (3-chloropropyl)methylamide in 40 ml. of ethyl methyl ketone is treated with 3.0 g. of sodium iodide and 3.5 g. of morpholine and the mixture is boiled at reflux for 30 hours. After concentration under reduced pressure, the residue is partitioned between water and methylene chloride, the organic phase washed with water, dried over sodium sulfate and concentrated to dryness. The residual oily base is purified on 500 g. of aluminum oxi... Starting materials: C(C)(C)(C)C(C(=O)O)NC1=C(C=C(C(=C1)I)Cl)OC (tert-butyl 2-(4-chloro-5-iodo-2-methoxyphenylamino)acetic acid), O=S(Cl)Cl (SOCl2), CO (MeOH). The product is ClC1=CC(=C(C=C1I)NCC(=O)OC)OC (Methyl 2-(4-chloro-5-iodo-2-methoxyphenylamino)acetate). RXN SMILES: C([CH:5]([NH:9][C:10]1[CH:15]=[C:14]([I:16])[C:13]([Cl:17])=[CH:12][C:11]=1[O:18][CH3:19])[C:6]([OH:8])=[O:7])(C)(C)C.O=S(Cl)Cl.[CH3:24]O>>[Cl:17][C:13]1[C:14]([I:16])=[CH:15][C:10]([NH:9][CH2:5][C:6]([O:8][CH3:24])=[O:7])=[C:11]([O:18][CH3:19])[CH:12]=1. Reported procedure: A mixture of tert-butyl 2-(4-chloro-5-iodo-2-methoxyphenylamino)acetic acid (3.0 g, 8.7 mmol), SOCl2 (3 mL) in MeOH (20 mL) was stirred at reflux for 2 h. The mixture was concentrated in vacuo to yield the crude product (3.1 g) as a yellow solid. Reactants: ClC1=CC=C(C=C1)[C@H]1CN(CC[C@@H]1[C@H](C)OC1=CC(=C(C=C1)Cl)Cl)C(=O)C1CCN(CC1)C1=NC=C(C=C1)C#N (4-{(3S,4S)-3-(4-Chloro-phenyl)-4-[(S)-1-(3,4-dichloro-phenoxy)-ethyl]-piperidine-1-carbonyl}-3,4,5,6-tetrahydro-2H-[1,2′]bipyridinyl-5′-carbonitrile), N1CCCCC1 (piperidine), C(C1=CC=CC=C1)N1C[C@@H]([C@H](CC1)[C@@H](C)O)C1=CC=C(C=C1)Cl ((R)-1-[(3S,4S)-1-Benzyl-3-(4-chloro-phenyl)-piperidin-4-yl]-ethanol), CC=1C=CC(=NC1)O (5-methyl-pyridin-2-ol), CCN(C(C)C)C(C)C (DIPEA), ClC(C)OC(=O)Cl (1-chloroethyl-chloroformate). The solvent is CO (methanol). Yields the product C(#N)C=1C=CC(=NC1)N1CCC(CC1)C(=O)O (5′-Cyano-3,4,5,6-tetrahydro-2H-[1,2′]bipyridinyl-4-carboxylic acid), ClC1=CC=C(C=C1)[C@H]1CN(CC[C@@H]1[C@H](C)OC1=NC=C(C=C1)C)C(=O)C1CCN(CC1)C1=NC=C(C=C1)C#N (4-{(3S,4S)-3-(4-Chloro-phenyl)-4-[(S)-1-(5-methyl-pyridin-2-yloxy)-ethyl]piperidine-1-carbonyl}-3,4,5,6-tetrahydro-2H-[1,2′]bipyridinyl-5′-carbonitrile). As a reaction SMILES: [Cl:1][C:2]1[CH:7]=[CH:6][C:5]([C@@H:8]2[C@@H:13]([C@@H:14]([O:16][C:17]3C=CC(Cl)=[C:19](Cl)[CH:18]=3)[CH3:15])[CH2:12][CH2:11][N:10]([C:25]([CH:27]3[CH2:32][CH2:31][N:30]([C:33]4[CH:38]=[CH:37][C:36]([C:39]#[N:40])=[CH:35][N:34]=4)[CH2:29][CH2:28]3)=[O:26])[CH2:9]2)=[CH:4][CH:3]=1.[NH:41]1CC[CH2:44][CH2:43][CH2:42]1.C(N1CC[C@H]([C@H]([OH:62])C)[C@@H](C2C=CC(Cl)=CC=2)C1)C1C=CC=CC=1.CC1C=CC(O)=NC=1.ClC(OC(Cl)=O)C.CCN(C(C)C)C(C)C>CO>[C:39]([C:36]1[CH:37]=[CH:38][C:33]([N:30]2[CH2:31][CH2:32][CH:27]([C:25]([OH:26])=[O:62])[CH2:28][CH2:29]2)=[N:34][CH:35]=1)#[N:40].[Cl:1][C:2]1[CH:7]=[CH:6][C:5]([C@@H:8]2[C@@H:13]([C@@H:14]([O:16][C:17]3[CH:18]=[CH:19][C:43]([CH3:44])=[CH:42][N:41]=3)[CH3:15])[CH2:12][CH2:11][N:10]([C:25]([CH:27]3[CH2:32][CH2:31][N:30]([C:33]4[CH:38]=[CH:37][C:36]([C:39]#[N:40])=[CH:35][N:34]=4)[CH2:29][CH2:28]3)=[O:26])[CH2:9]2)=[CH:4][CH:3]=1. Procedure: In analogy to the procedure described for the synthesis of 4-{(3S,4S)-3-(4-Chloro-phenyl)-4-[(S)-1-(3,4-dichloro-phenoxy)-ethyl]-piperidine-1-carbonyl}-3,4,5,6-tetrahydro-2H-[1,2′]bipyridinyl-5′-carbonitrile (example 49) the respective piperidine derivative was prepared from (R)-1-[(3S,4S)-1-Benzyl-3-(4-chloro-phenyl)-piperidin-4-yl]-ethanol and 5-methyl-pyridin-2-ol via Mitsunobu reaction and subsequently the benzyl group was cleaved by treatment with 1-chloroethyl-chloroformate, DIPEA and meth... Reactants: Cc1oc(-c2ccccc2)nc1C(=O)CBr, O=C1OC2(CCN(C(=O)c3c[nH]c4cc(Cl)ccc34)CC2)c2ccc(F)cc21. The product is Cc1oc(-c2ccccc2)nc1C(=O)Cn1cc(C(=O)N2CCC3(CC2)OC(=O)c2cc(F)ccc23)c2ccc(Cl)cc21. As a reaction SMILES: [Br:29][CH2:30][C:31](=[O:32])[c:33]1[n:34][c:35](-[c:39]2[cH:40][cH:41][cH:42][cH:43][cH:44]2)[o:36][c:37]1[CH3:38].[Cl:1][c:2]1[cH:3][cH:4][c:5]2[c:6]([C:11](=[O:12])[N:13]3[CH2:14][CH2:15][C:16]4([O:17][C:18](=[O:26])[c:19]5[c:20]4[cH:21][cH:22][c:23]([F:25])[cH:24]5)[CH2:27][CH2:28]3)[cH:7][nH:8][c:9]2[cH:10]1>>[Cl:1][c:2]1[cH:3][cH:4][c:5]2[c:6]([C:11](=[O:12])[N:13]3[CH2:14][CH2:15][C:16]4([O:17][C:18](=[O:26])[c:19]5[c:20]4[cH:21][cH:22][c:23]([F:25])[cH:24]5)[CH2:27][CH2:28]3)[cH:7][n:8]([CH2:30][C:31](=[O:32])[c:33]3[n:34][c:35](-[c:39]4[cH:40][cH:41][cH:42][cH:43][cH:44]4)[o:36][c:37]3[CH3:38])[c:9]2[cH:10]1.